Dataset: the Open Reaction Database (ORD), a public repository of structured organic reaction records. Task: describe an organic reaction: reactants, conditions, products, and yield Reactants: solution, C(C)(C)[N-]C(C)C.[Li+] (lithium diisopropylamide), NC1=NC=C(N=C1N(C)C)Br (2-amino-5-bromo-3-dimethylaminopyrazine), CN(C1=C2C=CC=C(C2=CC=C1)S(=O)(=O)Cl)C (5-dimethylamino-1-naphthalenesulphonyl chloride), CCOCC (Ether). The solvent is O1CCCC1 (tetrahydrofuran), O1CCCC1 (THF). Conditions: temperature -60 celsius, time 1 hour. Yields the product CN(C1=C2C=CC=C(C2=CC=C1)S(=O)(=O)NC1=NC=C(N=C1N(C)C)Br)C (5-dimethylamino-N-(5-bromo-3-dimethylamino-2-pyrazinyl)-1-naphthalenesulphonamide). The yield is 13.4%. RXN SMILES: C([N-]C(C)C)(C)C.[Li+].[NH2:9][C:10]1[C:15]([N:16]([CH3:18])[CH3:17])=[N:14][C:13]([Br:19])=[CH:12][N:11]=1.[CH3:20][N:21]([CH3:36])[C:22]1[CH:31]=[CH:30][CH:29]=[C:28]2[C:23]=1[CH:24]=[CH:25][CH:26]=[C:27]2[S:32](Cl)(=[O:34])=[O:33].CCOCC>O1CCCC1>[CH3:20][N:21]([CH3:36])[C:22]1[CH:31]=[CH:30][CH:29]=[C:28]2[C:23]=1[CH:24]=[CH:25][CH:26]=[C:27]2[S:32]([NH:9][C:10]1[C:15]([N:16]([CH3:17])[CH3:18])=[N:14][C:13]([Br:19])=[CH:12][N:11]=1)(=[O:34])=[O:33] |f:0.1|. Reported procedure: A 2M solution of lithium diisopropylamide in tetrahydrofuran (THF)/heptane (1:1 v/v; 2.3 ml) was added over 10 minutes to a stirred solution of 2-amino-5-bromo-3-dimethylaminopyrazine (0.45 g) in dry THF (25 ml) at -60° C. The solution was stirred at -60° C. for 1 hour and then 5-dimethylamino-1-naphthalenesulphonyl chloride (0.62 g) was added portionwise over 5 minutes. The solution was allowed to warm to ambient temperature and then stirred for 18 hours. Ether (20 ml) was added and the solutio... Reactants: C(C)C1=CC(=C(C=C1F)O)OC (4-ethyl-5-fluoro-2-methoxyphenol), FC=1C=C(C#N)C=CC1F (3,4-difluorobenzonitrile), [OH-].[K+] (potassium hydroxide). Run in C(C)#N (acetonitrile). Conditions: temperature 80 celsius, time 8 hour. Product: C(C)C1=CC(=C(OC2=C(C=C(C#N)C=C2)F)C=C1F)OC (4-(4-Ethyl-5-fluoro-2-methoxyphenoxy)-3-fluorobenzonitrile). Yield: 94.2%. RXN SMILES: [CH2:1]([C:3]1[C:8]([F:9])=[CH:7][C:6]([OH:10])=[C:5]([O:11][CH3:12])[CH:4]=1)[CH3:2].[F:13][C:14]1[CH:15]=[C:16]([CH:19]=[CH:20][C:21]=1F)[C:17]#[N:18].[OH-].[K+]>C(#N)C>[CH2:1]([C:3]1[C:8]([F:9])=[CH:7][C:6]([O:10][C:21]2[CH:20]=[CH:19][C:16]([C:17]#[N:18])=[CH:15][C:14]=2[F:13])=[C:5]([O:11][CH3:12])[CH:4]=1)[CH3:2] |f:2.3|. Procedure: A suspension of 4-ethyl-5-fluoro-2-methoxyphenol (1 g, 5.87 mmol), 3,4-difluorobenzonitrile (899 mg, 6.46 mmol) and potassium hydroxide (395 mg, 7.04 mmol) in anhydrous acetonitrile (35 mL) under argon was stirred at 80° C. overnight. The reaction mixture was concentrated under vacuum and diluted with ethyl acetate and a saturated aqueous solution of ammonium chloride. The aqueous layer was separated and extracted twice with ethyl acetate. The combined organic phases were dried over sodium sulfa... Reactants: O=C(CBr)OCc1ccccc1, CN(C)C=O, CCOC(C)=O, [H-], [Na+], O=C1COCCN1, O. The product is O=C(CN1CCOCC1=O)OCc1ccccc1. Reaction SMILES: [Br:10][CH2:11][C:12](=[O:13])[O:14][CH2:15][c:16]1[cH:17][cH:18][cH:19][cH:20][cH:21]1.[CH3:23][N:24]([CH3:25])[CH:26]=[O:27].[CH3:28][CH2:29][O:30][C:31](=[O:32])[CH3:33].[H-:8].[Na+:9].[O:1]1[CH2:2][C:3](=[O:7])[NH:4][CH2:5][CH2:6]1.[OH2:22]>>[O:1]1[CH2:2][C:3](=[O:7])[N:4]([CH2:11][C:12](=[O:13])[O:14][CH2:15][c:16]2[cH:17][cH:18][cH:19][cH:20][cH:21]2)[CH2:5][CH2:6]1. Reactants: O (water), SCC(=O)OC (methyl 2-mercaptoacetate), C(C1=CC=CC=C1)N1C(=C(C2=CC=CC=C12)C(C)=O)Cl (1-Benzyl-2-chloro-3-acetylindole), C(=O)([O-])[O-].[K+].[K+] (K2CO3). Solvent: CO (MeOH), CCOC(=O)C (EtOAc). Conditions: time 8 hour. The product is C(C1=CC=CC=C1)S1C(=C(C2=C1NC1=CC=CC=C21)C)C(=O)OC (Methyl 1-benzyl-3-methylthieno[2,3-b]indole-2-carboxylate). Reaction SMILES: [SH:1][CH2:2][C:3]([O:5][CH3:6])=[O:4].C([N:14]1[C:22]2[C:17](=[CH:18][CH:19]=[CH:20][CH:21]=2)[C:16]([C:23](=O)[CH3:24])=[C:15]1Cl)C1C=CC=CC=1.C([O-])([O-])=O.[K+].[K+].O>CO.CCOC(C)=O>[CH2:16]([SH:1]1[C:15]2[NH:14][C:22]3[C:17]([C:16]=2[C:23]([CH3:24])=[C:2]1[C:3]([O:5][CH3:6])=[O:4])=[CH:18][CH:19]=[CH:20][CH:21]=3)[C:17]1[CH:22]=[CH:21][CH:20]=[CH:19][CH:18]=1 |f:2.3.4|. Reported procedure: 550 μl of methyl 2-mercaptoacetate was added to a slurry of 1.45 g of (82) and 1.6 g of K2CO3 in 15 ml of MeOH, and left with stirring overnight. 30 ml of water was added, and the product isolated as a sticky lump. This lump was dissolved in EtOAc, washed with water, dried and evaporated to give an oil, which slowly solidified. Crystallization from MeOH gave (83). Yield 330 mg. M.p. 132°-4° C. Reactants: O=C([O-])[O-], CN(C)CCSC1=Cc2ccccc2Oc2ccccc21, CO, ClC(Cl)Cl, [K+], [K+], N#CBr. Product: BrCCSC1=Cc2ccccc2Oc2ccccc21. RXN SMILES: [C:4](=[O:5])([O-:6])[O-:7].[CH3:10][N:11]([CH3:12])[CH2:30][CH2:13][S:14][C:15]1=[CH:16][c:17]2[c:18]([cH:26][cH:27][cH:28][cH:29]2)[O:19][c:20]2[c:21]1[cH:22][cH:23][cH:24][cH:25]2.[CH3:35][OH:36].[CH:31]([Cl:32])([Cl:33])[Cl:34].[K+:8].[K+:9].[N:1]#[C:2][Br:3]>>[CH2:2]([Br:3])[CH2:13][S:14][C:15]1=[CH:16][c:17]2[c:18]([cH:26][cH:27][cH:28][cH:29]2)[O:19][c:20]2[c:21]1[cH:22][cH:23][cH:24][cH:25]2. Starting materials: ClC1=NC=2N(C(=C1)N)N=CC2CC2=C(C(=CC=C2)Cl)Cl (5-chloro-3-[(2,3-dichlorophenyl)methyl]pyrazolo[1,5-a]pyrimidin-7-amine), N1CCOCC1 (morpholine), O (water). The solvent is C(C)O (ethanol). Run at temperature 150 celsius, time 3 hour. The product is ClC1=C(CC=2C=NN3C2N=C(C=C3N)N3CCOCC3)C=CC=C1Cl (3-(2,3-dichlorobenzyl)-5-morpholinopyrazolo[1,5-a]pyrimidin-7-amine). As a reaction SMILES: Cl[C:2]1[CH:7]=[C:6]([NH2:8])[N:5]2[N:9]=[CH:10][C:11]([CH2:12][C:13]3[CH:18]=[CH:17][CH:16]=[C:15]([Cl:19])[C:14]=3[Cl:20])=[C:4]2[N:3]=1.[NH:21]1[CH2:26][CH2:25][O:24][CH2:23][CH2:22]1.O>C(O)C>[Cl:20][C:14]1[C:15]([Cl:19])=[CH:16][CH:17]=[CH:18][C:13]=1[CH2:12][C:11]1[CH:10]=[N:9][N:5]2[C:6]([NH2:8])=[CH:7][C:2]([N:21]3[CH2:26][CH2:25][O:24][CH2:23][CH2:22]3)=[N:3][C:4]=12. Reported procedure: 5-chloro-3-[(2,3-dichlorophenyl)methyl]pyrazolo[1,5-a]pyrimidin-7-amine (1.7 g, 4.43 mmol) and morpholine (1.36 g, 15.6 mmol) were mixed in ethanol (10 mL) in a microwave tube. The reaction mixture was irradiated (microwave) and stirred at 150° C. for 3 hours. Reaction mixture was dropped into cold water (100 mL) to precipitate while stirring. Precipitate was collected by filtration. It was washed with water (10 mL) and dried. The titled product was obtained. (1.90 g, 97%); LC/MS: MS (ES+) m/e 3... Reactants: NC1=CC(=C(C=C1)N1CCC(CC1)C1=NN(C(O1)=O)CC)F (5-[1-(4-Amino-2-fluorophenyl)-4-piperidyl]-3-ethyl-2,3-dihydro-1,3,4-oxadiazol-2-one), [N+](=O)([O-])C1=CC=C(O1)C=O (5-nitro2-furaldehyde). Run in CO (methanol). As a reaction SMILES: [NH2:1][C:2]1[CH:7]=[CH:6][C:5]([N:8]2[CH2:13][CH2:12][CH:11]([C:14]3[O:18][C:17](=[O:19])[N:16]([CH2:20][CH3:21])[N:15]=3)[CH2:10][CH2:9]2)=[C:4]([F:22])[CH:3]=1.[N+:23]([C:26]1[O:30][C:29]([CH:31]=O)=[CH:28][CH:27]=1)([O-:25])=[O:24]>CC(O)=O.CO>[CH2:20]([N:16]1[N:15]=[C:14]([CH:11]2[CH2:12][CH2:13][N:8]([C:5]3[CH:6]=[CH:7][C:2](/[N:1]=[CH:31]/[C:29]4[O:30][C:26]([N+:23]([O-:25])=[O:24])=[CH:27][CH:28]=4)=[CH:3][C:4]=3[F:22])[CH2:9][CH2:10]2)[O:18][C:17]1=[O:19])[CH3:21]. Yields the product C(C)N1C(OC(=N1)C1CCN(CC1)C1=C(C=C(C=C1)/N=C/C=1OC(=CC1)[N+](=O)[O-])F)=O (3-ethyl-5-[1-(2-fluoro-4-[(E)-1-(5-nitro-2-furyl)methylidene]aminophenyl)-4-piperidyl]-2,3-dihydro-1,3,4-oxadiazol-2-one). Isolated yield 87.0%. Procedure details: 5-[1-(4-Amino-2-fluorophenyl)-4-piperidyl]-3-ethyl-2,3-dihydro-1,3,4-oxadiazol-2-one (7 g, 0.30 g, 1 mmol) on reacting with 5-nitro2-furaldehyde in the presence of catalytic amount of CH3COOH (3 drops) in methanol at 0° C. for 10 h and the obtained solid is filtered, washed with water and re-crystallized in ethanol to obtain product 3-ethyl-5-[1-(2-fluoro-4-[(E)-1-(5-nitro-2-furyl)methylidene]aminophenyl)-4-piperidyl]-2,3-dihydro-1,3,4-oxadiazol-2-one (9 g, 373 mg, 87%). The reagents and catalysts are CC(=O)O (CH3COOH).